Dataset: the Open Reaction Database (ORD), a public repository of structured organic reaction records. Task: describe an organic reaction: reactants, conditions, products, and yield Reactants: O1C(C1)C=1C=C2CCC=3C(=NOC3C3=NOC(=C3C(F)(F)F)C3=CC=CC=C3)C2=CC1 (7-(oxiran-2-yl)-3-(5-phenyl-4-(trifluoromethyl)isoxazol-3-yl)-4,5-dihydronaphtho[1,2-c]isoxazole), N1C[C@H](CCC1)CC(=O)OCC ((R)-ethyl 2-(piperidin-3-yl)acetate). Solvent: CC(C)O (2-propanol). Run at temperature 85 celsius, time 5 hour. The product is OC(CN1C[C@H](CCC1)CC(=O)OCC)C=1C=C2CCC=3C(=NOC3C3=NOC(=C3C(F)(F)F)C3=CC=CC=C3)C2=CC1 (ethyl 2-((3R)-1-(2-hydroxy-2-(3-(5-phenyl-4-(trifluoromethyl)isoxazol-3-yl)-4,5-dihydronaphtho[1,2-c]isoxazol-7-yl)ethyl)piperidin-3-yl)acetate). The yield is 59.5%. As a reaction SMILES: [O:1]1[CH2:3][CH:2]1[C:4]1[CH:5]=[C:6]2[C:29](=[CH:30][CH:31]=1)[C:10]1=[N:11][O:12][C:13]([C:14]3[C:18]([C:19]([F:22])([F:21])[F:20])=[C:17]([C:23]4[CH:28]=[CH:27][CH:26]=[CH:25][CH:24]=4)[O:16][N:15]=3)=[C:9]1[CH2:8][CH2:7]2.[NH:32]1[CH2:37][CH2:36][CH2:35][C@H:34]([CH2:38][C:39]([O:41][CH2:42][CH3:43])=[O:40])[CH2:33]1>CC(O)C>[OH:1][CH:2]([C:4]1[CH:5]=[C:6]2[C:29](=[CH:30][CH:31]=1)[C:10]1=[N:11][O:12][C:13]([C:14]3[C:18]([C:19]([F:22])([F:20])[F:21])=[C:17]([C:23]4[CH:24]=[CH:25][CH:26]=[CH:27][CH:28]=4)[O:16][N:15]=3)=[C:9]1[CH2:8][CH2:7]2)[CH2:3][N:32]1[CH2:37][CH2:36][CH2:35][C@H:34]([CH2:38][C:39]([O:41][CH2:42][CH3:43])=[O:40])[CH2:33]1. Reported procedure: A mixture of 7-(oxiran-2-yl)-3-(5-phenyl-4-(trifluoromethyl)isoxazol-3-yl)-4,5-dihydronaphtho[1,2-c]isoxazole (Preparation 13A, 150 mg, 0.353 mmol) and (R)-ethyl 2-(piperidin-3-yl)acetate (90 mg, 0.526 mmol) in 2-propanol (5 mL) was stirred at 85° C. under a nitrogen atmosphere for 5 hr. The reaction mixture was concentrated and purified by silica gel column chromatography using ethyl acetate/heptane followed by 10% methanol in ethyl acetate to afford ethyl 2-((3R)-1-(2-hydroxy-2-(3-(5-phenyl-4-... Starting materials: [Li]CCCC, CCCCCC, CN(C)C(=O)Cl, CC(C)NC(C)C, CC1CN(C(=O)Nc2ccc(Cl)cc2)N=C1c1ccc(Cl)cc1, C1CCOC1. Yields the product CN(C)C(=O)C1(C)CN(C(=O)Nc2ccc(Cl)cc2)N=C1c1ccc(Cl)cc1. As a reaction SMILES: [CH2:31]([Li:32])[CH2:33][CH2:34][CH3:35].[CH3:36][CH2:37][CH2:38][CH2:39][CH2:40][CH3:41].[CH3:42][N:43]([C:44](=[O:45])[Cl:46])[CH3:47].[CH:1]([NH:2][CH:3]([CH3:4])[CH3:5])([CH3:6])[CH3:7].[Cl:8][c:9]1[cH:10][cH:11][c:12]([NH:15][C:16](=[O:17])[N:18]2[N:19]=[C:20]([c:24]3[cH:25][cH:26][c:27]([Cl:30])[cH:28][cH:29]3)[CH:21]([CH3:23])[CH2:22]2)[cH:13][cH:14]1.[O:48]1[CH2:49][CH2:50][CH2:51][CH2:52]1>>[Cl:8][c:9]1[cH:10][cH:11][c:12]([NH:15][C:16](=[O:17])[N:18]2[N:19]=[C:20]([c:24]3[cH:25][cH:26][c:27]([Cl:30])[cH:28][cH:29]3)[C:21]([CH3:23])([C:44]([N:43]([CH3:42])[CH3:47])=[O:45])[CH2:22]2)[cH:13][cH:14]1.